This data is from the Open Reaction Database (ORD), a public repository of structured organic reaction records. The task is: describe an organic reaction: reactants, conditions, products, and yield The reactants are CSC(=N)N, CC#N, c1nc2c([nH]1)CCNC2. Product: N=C(N)N1CCc2[nH]cnc2C1. RXN SMILES: [CH3:10][S:11][C:12]([NH2:13])=[NH:14].[CH3:15][C:16]#[N:17].[nH:1]1[cH:2][n:3][c:4]2[c:9]1[CH2:8][CH2:7][NH:6][CH2:5]2>>[nH:1]1[cH:2][n:3][c:4]2[c:9]1[CH2:8][CH2:7][N:6]([C:12](=[NH:13])[NH2:14])[CH2:5]2. Reactants: [BH4-], O=C([O-])O, CO, COc1cc(Cl)c([N+](=O)[O-])cc1OCc1c(OC)ccc(F)c1F, [Na+], [Na+], Br[Ni]Br, C1CCOC1. Product: COc1cc(Cl)c(N)cc1OCc1c(OC)ccc(F)c1F. As a reaction SMILES: [BH4-:30].[C:32](=[O:33])([O-:34])[OH:35].[CH3:40][OH:41].[Cl:1][c:2]1[c:3]([N+:22]([O-:23])=[O:24])[cH:4][c:5]([O:10][CH2:11][c:12]2[c:13]([F:21])[c:14]([F:20])[cH:15][cH:16][c:17]2[O:18][CH3:19])[c:6]([O:8][CH3:9])[cH:7]1.[Na+:31].[Na+:36].[Ni:37]([Br:38])[Br:39].[O:25]1[CH2:26][CH2:27][CH2:28][CH2:29]1>>[Cl:1][c:2]1[c:3]([NH2:22])[cH:4][c:5]([O:10][CH2:11][c:12]2[c:13]([F:21])[c:14]([F:20])[cH:15][cH:16][c:17]2[O:18][CH3:19])[c:6]([O:8][CH3:9])[cH:7]1. The solvent is C(C)O (ethanol). The product is Br.FC(OC1=C(C(=NN1C)C(F)(F)F)CSC(N)=N)F (2-(5-difluoromethoxy-1-methyl-3-trifluoromethyl-1H-pyrazole-4-ylmethyl)-isothiourea hydrobromide). Reported procedure: To a solution of 19.1 g (purity: 75.0%, 46.3 mmol) of 4-bromomethyl-5-difluoromethoxy-1-methyl-3-trifluoromethyl-1H-pyrazole in 30 ml of ethanol was added 3.5 g (46.3 mmol) of thiourea, followed by 1 hour of heating and refluxing under stirring. The solvent was removed by evaporation under reduced pressure and the residue was washed with a mixed solvent of ethyl acetate and n-hexane to obtain 13.8 g (yield: 77.5%) of 2-(5-difluoromethoxy-1-methyl-3-trifluoromethyl-1H-pyrazole-4-ylmethyl)-isothio... The reactants are BrCC=1C(=NN(C1OC(F)F)C)C(F)(F)F (4-bromomethyl-5-difluoromethoxy-1-methyl-3-trifluoromethyl-1H-pyrazole), NC(=S)N (thiourea). Conditions: time 1 hour. The yield is 77.4%. RXN SMILES: [Br:1][CH2:2][C:3]1[C:4]([C:13]([F:16])([F:15])[F:14])=[N:5][N:6]([CH3:12])[C:7]=1[O:8][CH:9]([F:11])[F:10].[NH2:17][C:18]([NH2:20])=[S:19]>C(O)C>[BrH:1].[F:10][CH:9]([F:11])[O:8][C:7]1[N:6]([CH3:12])[N:5]=[C:4]([C:13]([F:16])([F:15])[F:14])[C:3]=1[CH2:2][S:19][C:18](=[NH:17])[NH2:20] |f:3.4|.